This data is from the Open Reaction Database (ORD), a public repository of structured organic reaction records. The task is: describe an organic reaction: reactants, conditions, products, and yield Starting materials: CC(=O)N(C)c1ccc(S(=O)(=O)Cl)cc1, CC(=O)[O-], CCO, NC1CCN(Cc2ccccc2)CC1, [Na+], O. Product: CC(=O)N(C)c1ccc(S(=O)(=O)NC2CCN(Cc3ccccc3)CC2)cc1. Reaction SMILES: [C:15]([CH3:16])(=[O:17])[N:18]([CH3:19])[c:20]1[cH:21][cH:22][c:23]([S:26](=[O:27])(=[O:28])[Cl:29])[cH:24][cH:25]1.[CH3:31][C:32](=[O:33])[O-:34].[CH3:36][CH2:37][OH:38].[NH2:1][CH:2]1[CH2:3][CH2:4][N:5]([CH2:8][c:9]2[cH:10][cH:11][cH:12][cH:13][cH:14]2)[CH2:6][CH2:7]1.[Na+:30].[OH2:35]>>[NH:1]([CH:2]1[CH2:3][CH2:4][N:5]([CH2:8][c:9]2[cH:10][cH:11][cH:12][cH:13][cH:14]2)[CH2:6][CH2:7]1)[S:26]([c:23]1[cH:22][cH:21][c:20]([N:18]([C:15]([CH3:16])=[O:17])[CH3:19])[cH:25][cH:24]1)(=[O:27])=[O:28]. The reactants are NC1=C(C2=C(C=N1)C(=CO2)C=2CCN(CC2)C(=O)N)O[C@H](C)C2=C(C(=CC=C2Cl)F)Cl (4-{6-amino-7-[(R)-1-(2,6-dichloro-3-fluorophenyl)ethoxy]furo[3,2-c]pyridine-3-yl}-3,6-dihydro-2H-pyridine-1-carboxamide), CCOC(=O)C (EtOAc). Reagents/catalysts: [Pd] (palladium). The solvent is CO (MeOH). Run at time 3 hour. Yields the product NC1=C(C2=C(C=N1)C(=CO2)C2CCN(CC2)C(=O)N)O[C@H](C)C2=C(C(=CC=C2Cl)F)Cl (4-{6-Amino-7-[(R)-1-(2,6-dichloro-3-fluorophenyl)ethoxy]furo[3,2-c]pyridin-3-yl}-piperidine-1-carboxamide). RXN SMILES: [NH2:1][C:2]1[N:7]=[CH:6][C:5]2[C:8]([C:11]3[CH2:12][CH2:13][N:14]([C:17]([NH2:19])=[O:18])[CH2:15][CH:16]=3)=[CH:9][O:10][C:4]=2[C:3]=1[O:20][C@@H:21]([C:23]1[C:28]([Cl:29])=[CH:27][CH:26]=[C:25]([F:30])[C:24]=1[Cl:31])[CH3:22].CCOC(C)=O>[Pd].CO>[NH2:1][C:2]1[N:7]=[CH:6][C:5]2[C:8]([CH:11]3[CH2:12][CH2:13][N:14]([C:17]([NH2:19])=[O:18])[CH2:15][CH2:16]3)=[CH:9][O:10][C:4]=2[C:3]=1[O:20][C@@H:21]([C:23]1[C:28]([Cl:29])=[CH:27][CH:26]=[C:25]([F:30])[C:24]=1[Cl:31])[CH3:22]. Procedure details: A mixture of 4-{6-amino-7-[(R)-1-(2,6-dichloro-3-fluorophenyl)ethoxy]furo[3,2-c]pyridine-3-yl}-3,6-dihydro-2H-pyridine-1-carboxamide (17.0 mg, 0.037 mmol), palladium 10% wt on activated carbon (10 mg), EtOAc (4 mL) and MeOH (0.4 mL) was flushed with nitrogen, then a hydrogen (0.5 L) balloon was added, and the mixture was stirred at rt for 3 h. The suspension was filtered through a syringe filter pad, and the filtrate was concentrated in vacuo. The material was redissolved in MeOH (0.5 mL) and pu... Reactants: BrCCCC(=O)OCC (Ethyl 4-bromobutyrate), C1(CCC1)N1CCC2=C(CC1)C=C(C=C2)O (3-Cyclobutyl-2,3,4,5-tetrahydro-1H-benzo[d]azepin-7-ol), C([O-])([O-])=O.[K+].[K+] (potassium carbonate). Run in CC(CC)=O (2-butanone). The product is C1(CCC1)N1CCC2=C(CC1)C=CC(=C2)OCCCC(=O)OCC (Ethyl 4-[(3-cyclobutyl-2,3,4,5-tetrahydro-1H-3-benzazepin-7-yl)oxy]butanoate). RXN SMILES: Br[CH2:2][CH2:3][CH2:4][C:5]([O:7][CH2:8][CH3:9])=[O:6].[CH:10]1([N:14]2[CH2:20][CH2:19][C:18]3[CH:21]=[C:22]([OH:25])[CH:23]=[CH:24][C:17]=3[CH2:16][CH2:15]2)[CH2:13][CH2:12][CH2:11]1.C(=O)([O-])[O-].[K+].[K+]>CC(=O)CC>[CH:10]1([N:14]2[CH2:15][CH2:16][C:17]3[CH:24]=[CH:23][C:22]([O:25][CH2:2][CH2:3][CH2:4][C:5]([O:7][CH2:8][CH3:9])=[O:6])=[CH:21][C:18]=3[CH2:19][CH2:20]2)[CH2:13][CH2:12][CH2:11]1 |f:2.3.4|. Procedure details: Ethyl 4-bromobutyrate (2 ml, 13.8 mmol) was added to a stirred solution of 3-cyclobutyl-2,3,4,5-tetrahydro-1H-benzo[d]azepin-7-ol (E3) (2.00 g, 9.2 mmol) and potassium carbonate (3.8 g, 27.6 mmol) in 2-butanone (50 ml). After stirring at reflux for 24 hours, the reaction mixture was cooled to room temperature, filtered and concentrated in vacuo. The resulting crude material was purified by column chromatography eluting with a mixture of methanol:dichloromethane (5:95) to afford the title compoun... Reactants: CCO, O=S(Cl)Cl, OCC1c2ccccc2-c2ccccc21. Yields the product ClCC1c2ccccc2-c2ccccc21. As a reaction SMILES: [CH3:20][CH2:21][OH:22].[S:16]([Cl:17])([Cl:18])=[O:19].[cH:1]1[cH:2][cH:3][cH:4][c:5]2[c:13]1[CH:12]([CH2:14][OH:15])[c:11]1[c:6]-2[cH:7][cH:8][cH:9][cH:10]1>>[cH:1]1[cH:2][cH:3][cH:4][c:5]2[c:13]1[CH:12]([CH2:14][Cl:18])[c:11]1[c:6]-2[cH:7][cH:8][cH:9][cH:10]1. The reactants are C1(=CC=CC=C1)O (PHENOL), C1(=CC=CC=C1)O (PHENOL), C[Mg+].[Br-] (MeMgBr). Run in C1CCOC1 (THF). The product is OC(CC)(CC)C=1C=C(C=CC1)O (3-(3-Hydroxypent-3-yl)phenol). Reaction SMILES: [C:1]1([OH:7])[CH:6]=[CH:5][CH:4]=[CH:3][CH:2]=1.C[Mg+].[Br-]>C1COCC1>[OH:7][C:1]([C:3]1[CH:2]=[C:1]([OH:7])[CH:6]=[CH:5][CH:4]=1)([CH2:6][CH3:5])[CH2:2][CH3:3] |f:1.2|. Reported procedure: Following the procedure described for Phenol 13, Step 2 and for Phenol 7, Step 3 but substituting EtMgBr in THF (Aldrich) for MeMgBr, the title compound was obtained. Starting materials: OC1CN(Cc2ccccc2)CC12CC2, [H-], [Na+], CN(C)C=O. Product: COC1CN(Cc2ccccc2)CC12CC2. As a reaction SMILES: [CH2:1]([c:2]1[cH:3][cH:4][cH:5][cH:6][cH:7]1)[N:8]1[CH2:9][C:10]2([CH2:11][CH2:12]2)[CH:13]([OH:15])[CH2:14]1.[H-:17].[Na+:16].[O:18]=[CH:19][N:20]([CH3:21])[CH3:22]>>[CH2:1]([c:2]1[cH:3][cH:4][cH:5][cH:6][cH:7]1)[N:8]1[CH2:9][C:10]2([CH2:11][CH2:12]2)[CH:13]([O:15][CH3:19])[CH2:14]1. RXN SMILES: [OH:1][C:2]1[CH:12]=[CH:11][C:5]([C:6]([O:8][CH2:9][CH3:10])=[O:7])=[CH:4][CH:3]=1.[C:13]([O:17][C:18]([N:20]1[CH2:25][CH2:24][CH:23](O)[CH2:22][CH2:21]1)=[O:19])([CH3:16])([CH3:15])[CH3:14].C1(P(C2C=CC=CC=2)C2C=CC=CC=2)C=CC=CC=1.N(C(OCC)=O)=NC(OCC)=O>O1CCCC1.C(OCC)(=O)C>[C:13]([O:17][C:18]([N:20]1[CH2:25][CH2:24][CH:23]([O:1][C:2]2[CH:3]=[CH:4][C:5]([C:6]([O:8][CH2:9][CH3:10])=[O:7])=[CH:11][CH:12]=2)[CH2:22][CH2:21]1)=[O:19])([CH3:16])([CH3:14])[CH3:15]. Reactants: N(=NC(=O)OCC)C(=O)OCC (diethyl azodicarboxylate), OC1=CC=C(C(=O)OCC)C=C1 (ethyl 4-hydroxybenzoate), C(C)(C)(C)OC(=O)N1CCC(CC1)O (1-t-butoxycarbonyl-4-hydroxypiperidine), C1(=CC=CC=C1)P(C1=CC=CC=C1)C1=CC=CC=C1 (triphenylphosphine). The product is C(C)(C)(C)OC(=O)N1CCC(CC1)OC1=CC=C(C(=O)OCC)C=C1 (ethyl 4-(1-t-butoxycarbonyl-4-piperidyloxy)benzoate). The solvent is O1CCCC1 (tetrahydrofuran), C(C)(=O)OCC (ethyl acetate). Conditions: time 8 hour. Procedure details: 1.7 g (10.2 mmol) of ethyl 4-hydroxybenzoate, 1.76 g (9.3 mmol) of 1-t-butoxycarbonyl-4-hydroxypiperidine and 2.44 g (9.3 mmol) of triphenylphosphine were dissolved in 40 ml of tetrahydrofuran. 1.62 g (9.3 mmol) of diethyl azodicarboxylate was added to the solution at room temperature, and they were stirred overnight. The crude product was obtained by the same isolation process as that of step 1 in Example 1 with ethyl acetate as the extractant. After the purification by the silica gel column ch... Product: Cl.C1(CCCCC1)CC1CCCC(N1)=N (6-(cyclohexylmethyl)piperidin-2-imine, monohydrochloride). Starting materials: NC1=NC(=CC=C1)CC1=CC=CC=C1 (2-amino-6-benzylpyridine), Cl (HCl). Reported procedure: The 2-amino-6-benzylpyridine was reduced as in Example 94, except platinum oxide was used as the catalyst. The product was obtained as an oil which was dissolved in 1 N HCl and lyophilized to give a white solid. The solid was recrystallized from EtOAc to give the desired title compound as white crystals. The analysis of the product was found to be consistent with the proposed structure. RXN SMILES: [NH2:1][C:2]1[CH:7]=[CH:6][CH:5]=[C:4]([CH2:8][C:9]2[CH:14]=[CH:13][CH:12]=[CH:11][CH:10]=2)[N:3]=1.[ClH:15]>[Pt]=O>[ClH:15].[CH:9]1([CH2:8][CH:4]2[NH:3][C:2](=[NH:1])[CH2:7][CH2:6][CH2:5]2)[CH2:14][CH2:13][CH2:12][CH2:11][CH2:10]1 |f:3.4|. The reagents and catalysts are [Pt]=O (platinum oxide). The reactants are [Na] (sodium), CO (methanol), ClC1=NC(=NC(=C1C#N)NCC)NC(C)(C)C#N (4-chloro-2-(1-cyano-1-methylethylamino)-6-ethylamino-5-pyrimidinecarbonitrile), [Na] (sodium), CO (methanol), CO (methanol). Run at time 1.5 hour. Yields the product C(#N)C(C)(C)NC1=NC(=C(C(=N1)OC)C#N)NCC (2-(1-cyano-1-methylethylamino)-6-ethylamino-4-methoxy-5-pyrimidinecarbonitrile). As a reaction SMILES: Cl[C:2]1[C:7]([C:8]#[N:9])=[C:6]([NH:10][CH2:11][CH3:12])[N:5]=[C:4]([NH:13][C:14]([C:17]#[N:18])([CH3:16])[CH3:15])[N:3]=1.[Na].[CH3:20][OH:21]>>[C:17]([C:14]([NH:13][C:4]1[N:3]=[C:2]([O:21][CH3:20])[C:7]([C:8]#[N:9])=[C:6]([NH:10][CH2:11][CH3:12])[N:5]=1)([CH3:16])[CH3:15])#[N:18] |^1:18|. Reported procedure: To a stirred solution of 2.7 grams of 4-chloro-2-(1-cyano-1-methylethylamino)-6-ethylamino-5-pyrimidinecarbonitrile in 50 ml of methanol was added a solution of 0.3 gram of sodium in 10 ml of methanol. The reaction mixture was heated under reflux for 3 hours. An additional small quantity of sodium in methanol was then added to the reaction mixture, and heating under reflux was continued for 1.5 hours. The excess methanol was removed from the reaction mixture by evaporation under reduced pressure... The product is CC(C)(C)OC(=O)NCCCCCN(OCc1ccccc1)C(=O)CCC(=O)NCCCCCN(OCc1ccccc1)C(=O)CCC(=O)O. As a reaction SMILES: [CH2:1]([c:2]1[cH:3][cH:4][cH:5][cH:6][cH:7]1)[O:8][N:9]([CH2:10][CH2:11][CH2:12][CH2:13][CH2:14][NH:15][C:16](=[O:17])[O:18][C:19]([CH3:20])([CH3:21])[CH3:22])[C:23]([CH2:24][CH2:25][C:26]([NH:27][CH2:28][CH2:29][CH2:30][CH2:31][CH2:32][NH:33][O:34][CH2:35][c:36]1[cH:37][cH:38][cH:39][cH:40][cH:41]1)=[O:42])=[O:43].[O:44]=[C:45]1[CH2:46][CH2:47][C:48](=[O:49])[O:50]1.[cH:51]1[cH:52][cH:53][n:54][cH:55][cH:56]1>>[CH2:1]([c:2]1[cH:3][cH:4][cH:5][cH:6][cH:7]1)[O:8][N:9]([CH2:10][CH2:11][CH2:12][CH2:13][CH2:14][NH:15][C:16](=[O:17])[O:18][C:19]([CH3:20])([CH3:21])[CH3:22])[C:23]([CH2:24][CH2:25][C:26]([NH:27][CH2:28][CH2:29][CH2:30][CH2:31][CH2:32][N:33]([O:34][CH2:35][c:36]1[cH:37][cH:38][cH:39][cH:40][cH:41]1)[C:48]([CH2:47][CH2:46][C:45](=[O:44])[OH:50])=[O:49])=[O:42])=[O:43]. Reactants: CC(C)(C)OC(=O)NCCCCCN(OCc1ccccc1)C(=O)CCC(=O)NCCCCCNOCc1ccccc1, O=C1CCC(=O)O1, c1ccncc1.